This data is from the Open Reaction Database (ORD), a public repository of structured organic reaction records. The task is: describe an organic reaction: reactants, conditions, products, and yield The reactants are C(C=C)#N (acrylonitrile), N(CCO)(CCO)CCO (triethanolamine), NCC=1C=CC(=NC1OC)C(=O)O (5-aminomethyl-6-methoxypyridine-2-carboxylic acid), BrBr (bromine), N(CCO)(CCO)CCO (triethanolamine), [Na] (sodium). The solvent is C(C)OCC (diethyl ether), CO (methanol), C(C)O (ethanol), O (water), CO (methanol), C(C)O (ethanol), CO (methanol), CO (methanol). Conditions: time 5 minute. The product is C(#N)C1N(C1)CC=1C=CC(=NC1OC)C(=O)O (5-[(2-Cyano-1-aziridinyl)-methyl]-6-methoxypyridine-2-carboxylic acid). Reaction SMILES: [C:1](#[N:4])[CH:2]=[CH2:3].BrBr.N(CCO)(CCO)CCO.[NH2:17][CH2:18][C:19]1[CH:20]=[CH:21][C:22]([C:27]([OH:29])=[O:28])=[N:23][C:24]=1[O:25][CH3:26].[Na]>CO.C(O)C.O.C(OCC)C>[C:1]([CH:2]1[CH2:3][N:17]1[CH2:18][C:19]1[CH:20]=[CH:21][C:22]([C:27]([OH:29])=[O:28])=[N:23][C:24]=1[O:25][CH3:26])#[N:4] |^1:29|. Reported procedure: 2.33 g. (44 mmol) acrylonitrile are diluted with 1 ml. diethyl ether and, while stirring and illuminating, 7.05 g. (44 mmol) bromine are added dropwise thereto. The mixture is occasionally cooled in order to ensure that the internal temperature does not exceed 40° C. Stirring is continued for a further 5 minutes, the reaction mixture is diluted with 60 ml. methanol and a solution of 6.55 g. (44 mmol) triethanolamine in 60 ml. methanol is added dropwise thereto. After a further hour, there are si... Reactants: C(C1=CC=CC=C1)(=O)Cl (benzoyl chloride), C(C)(=O)C=1SC=C(C1O)C(=O)OC (methyl 2-acetyl-3-hydroxythiophene-4-carboxylate). The reagents and catalysts are CN(C1=CC=NC=C1)C (4-dimethylaminopyridine). Solvent: ClCCl (dichloromethane). Conditions: time 2 hour. Product: C(C)(=O)C=1SC=C(C1OC(C1=CC=CC=C1)=O)C(=O)OC (Methyl 2-acetyl-3-benzoyloxythiophene-4-carboxylate). Reaction SMILES: [C:1](Cl)(=[O:8])[C:2]1[CH:7]=[CH:6][CH:5]=[CH:4][CH:3]=1.[C:10]([C:13]1[S:14][CH:15]=[C:16]([C:19]([O:21][CH3:22])=[O:20])[C:17]=1[OH:18])(=[O:12])[CH3:11]>CN(C)C1C=CN=CC=1.ClCCl>[C:10]([C:13]1[S:14][CH:15]=[C:16]([C:19]([O:21][CH3:22])=[O:20])[C:17]=1[O:18][C:1](=[O:8])[C:2]1[CH:7]=[CH:6][CH:5]=[CH:4][CH:3]=1)(=[O:12])[CH3:11]. Procedure: 3.48 mL of benzoyl chloride was added dropwise to a solution of 5.0 g of methyl 2-acetyl-3-hydroxythiophene-4-carboxylate (prepared as described in J. Chem. Soc. Perkin Trans I, 1986, 507) and 3.66 g of 4-dimethylaminopyridine in 100 mL of dichloromethane at 20-25° C. and stirred for 2 hours. The mixture was washed with 0.5N hydrochloric acid, water (2×20 mL), 2.5% aqueous sodium bicarbonate (2×40 mL) and water (2×20 mL). The organic layer was dried with sodium sulphate, evaporated to dryness in... Starting materials: CN1CCNCC1, ClCCCOc1ccccc1Nc1nc(Cl)nc2c1ncn2C1CCCC1, O. Product: CN1CCN(CCCOc2ccccc2Nc2nc(Cl)nc3c2ncn3C2CCCC2)CC1. As a reaction SMILES: [CH3:28][N:29]1[CH2:30][CH2:31][NH:32][CH2:33][CH2:34]1.[Cl:1][CH2:2][CH2:3][CH2:4][O:5][c:6]1[c:7]([NH:12][c:13]2[c:14]3[n:15][cH:16][n:17]([CH:23]4[CH2:24][CH2:25][CH2:26][CH2:27]4)[c:18]3[n:19][c:20]([Cl:22])[n:21]2)[cH:8][cH:9][cH:10][cH:11]1.[OH2:35]>>[CH2:2]([CH2:3][CH2:4][O:5][c:6]1[c:7]([NH:12][c:13]2[c:14]3[n:15][cH:16][n:17]([CH:23]4[CH2:24][CH2:25][CH2:26][CH2:27]4)[c:18]3[n:19][c:20]([Cl:22])[n:21]2)[cH:8][cH:9][cH:10][cH:11]1)[N:32]1[CH2:31][CH2:30][N:29]([CH3:28])[CH2:34][CH2:33]1. The reactants are solution, C[Li] (methyllithium), CCOCC (ether), ClC=1C=C(C=CC1)C(N1CC(C1)C(C(=O)OC)C1=CC(=CC(=C1)F)F)C1=CC=C(C=C1)Cl (methyl {1-[(3-chlorophenyl)(4-chlorophenyl)methyl]azetidin-3-yl}(3,5-difluorophenyl)acetate), CeCl3. Solvent: C1CCOC1 (THF), C1CCOC1 (THF). Conditions: temperature -78 celsius, time 1 hour. Yields the product ClC=1C=C(C=CC1)C(N1CC(C1)C(C(C)(O)C)C1=CC(=CC(=C1)F)F)C1=CC=C(C=C1)Cl (1-{1-[(3-chlorophenyl)(4-chlorophenyl)methyl]azetidin-3-yl}-1-(3,5-difluorophenyl)-2-methylpropan-2-ol). As a reaction SMILES: [CH3:1][Li].[Cl:3][C:4]1[CH:5]=[C:6]([CH:10]([C:28]2[CH:33]=[CH:32][C:31]([Cl:34])=[CH:30][CH:29]=2)[N:11]2[CH2:14][CH:13]([CH:15]([C:20]3[CH:25]=[C:24]([F:26])[CH:23]=[C:22]([F:27])[CH:21]=3)C(OC)=O)[CH2:12]2)[CH:7]=[CH:8][CH:9]=1.CC[O:37][CH2:38][CH3:39]>C1COCC1>[Cl:3][C:4]1[CH:5]=[C:6]([CH:10]([C:28]2[CH:29]=[CH:30][C:31]([Cl:34])=[CH:32][CH:33]=2)[N:11]2[CH2:14][CH:13]([CH:15]([C:20]3[CH:25]=[C:24]([F:26])[CH:23]=[C:22]([F:27])[CH:21]=3)[C:38]([CH3:39])([OH:37])[CH3:1])[CH2:12]2)[CH:7]=[CH:8][CH:9]=1. Procedure details: A solution of 0.985 g (4.0 mmole) of finely powdered CeCl3 (Strem Chemical Co.) in 10 mL anhydrous THF was stirred at room temperature under N2. After 1 h, the solution was cooled to −78° C. in a dry ice-acetone bath and 2.5 mL of a 1.6M solution of methyllithium in ether was added dropwise at such a rate that the solids remained dispersed. After 30 minutes, a solution of 0.485 g (1.1 mmole) of methyl {1-[(3-chlorophenyl)(4-chlorophenyl)methyl]azetidin-3-yl}(3,5-difluorophenyl)acetate in 5 mL of... The reactants are FC(C(C1=C2C=CN(C2=C(C=C1S(=O)(=O)C)C)S(=O)(=O)C1=CC=C(C)C=C1)(O)C1=NC2=C(N1)C=CC(=C2)C#N)(F)F (2-(2,2,2-trifluoro-1-hydroxy-1-(7-methyl-5-(methylsulfonyl)-1-tosyl-1H-indol-4-yl)ethyl)-1H-benzo[d]imidazole-5-carbonitrile), [O-]CC.[Na+] (sodium ethoxide). Solvent: CCO (EtOH). Run at temperature 60 celsius. Product: FC(C(C1=C2C=CNC2=C(C=C1S(=O)(=O)C)C)(O)C1=NC2=C(N1)C=CC(=C2)C#N)(F)F ((±)-2-(2,2,2-Trifluoro-1-hydroxy-1-(7-methyl-5-(methylsulfonyl)-1H-indol-4-yl)ethyl)-1H-benzo[d]imidazole-5-carbonitrile). As a reaction SMILES: [F:1][C:2]([F:41])([F:40])[C:3]([C:29]1[NH:33][C:32]2[CH:34]=[CH:35][C:36]([C:38]#[N:39])=[CH:37][C:31]=2[N:30]=1)([OH:28])[C:4]1[C:12]([S:13]([CH3:16])(=[O:15])=[O:14])=[CH:11][C:10]([CH3:17])=[C:9]2[C:5]=1[CH:6]=[CH:7][N:8]2S(C1C=CC(C)=CC=1)(=O)=O.[O-]CC.[Na+]>CCO>[F:41][C:2]([F:1])([F:40])[C:3]([C:29]1[NH:33][C:32]2[CH:34]=[CH:35][C:36]([C:38]#[N:39])=[CH:37][C:31]=2[N:30]=1)([OH:28])[C:4]1[C:12]([S:13]([CH3:16])(=[O:15])=[O:14])=[CH:11][C:10]([CH3:17])=[C:9]2[C:5]=1[CH:6]=[CH:7][NH:8]2 |f:1.2|. Procedure: To a solution of 2-(2,2,2-trifluoro-1-hydroxy-1-(7-methyl-5-(methylsulfonyl)-1-tosyl-1H-indol-4-yl)ethyl)-1H-benzo[d]imidazole-5-carbonitrile (187 mg, 0.310 mmol) in EtOH (3103 μL) was added sodium ethoxide (21% in EtOH, 2.3 mL, 6.21 mmol) and the mixture was stirred at 60° C. After 2 hours the reaction was cooled to room temperature and stirred overnight. The mixture was concentrated and then purified directly by flash chromatography (0-100% EtOAc in heptanes) to provide the title compound. 1H ... Reaction SMILES: [CH3:18][CH2:19][OH:20].[N:1](=[N+:2]=[N-:3])[CH2:4][C:5](=[O:6])[c:7]1[cH:8][c:9]([O:13][C:14]([F:15])([F:16])[F:17])[cH:10][cH:11][cH:12]1>>[NH2:1][CH2:4][C:5](=[O:6])[c:7]1[cH:8][c:9]([O:13][C:14]([F:15])([F:16])[F:17])[cH:10][cH:11][cH:12]1. Starting materials: CCO, [N-]=[N+]=NCC(=O)c1cccc(OC(F)(F)F)c1. Yields the product NCC(=O)c1cccc(OC(F)(F)F)c1. Reactants: Cl.CNO (methylhyroxylamine-hydrochloride), COC(C(C(=O)[O-])C(OC)OC)OC (3,3-dimethoxy-2-dimethoxymethyl-propionate). Solvent: O (water), Cl (HCl). Run at temperature 10 celsius, time 15 minute. Yields the product Cl.COC(=O)C=1C(NOC1)=O (methyl-3-keto-isoxazole-4-carboxylate-hydrochloride). As a reaction SMILES: [ClH:1].C[NH:3]O.[CH3:5][O:6][CH:7]([O:17]C)[CH:8]([CH:12](OC)[O:13]C)[C:9]([O-])=[O:10]>O.Cl>[ClH:1].[CH3:5][O:6][C:7]([C:8]1[C:9](=[O:10])[NH:3][O:13][CH:12]=1)=[O:17] |f:0.1,5.6|. Reported procedure: To a stirred solution of 2.21 g methylhyroxylamine-hydrochloride in 2.90 g water and 0.26 g concentrated aqueous HCl, 5.81 g 3,3-dimethoxy-2-dimethoxymethyl-propionate were fed over a period of 40 minutes. External cooling with an ice-bath was required in order to keep the temperature between 15° C. and 20° C. After stirring for an additional 15 minutes and cooling to 10° C., a non-stirrable white crystal-pap was gained. The needle-shaped crystals were isolated by suction-filtration, washing wit... Starting materials: NC1=CC=C(C2=CC=CC=C12)C#N (4-aminonaphthalene carbonitrile), C(C(C)C)OC(=O)Cl (isobutylchloroformate), C(C)(C)(C)OC(=O)N1[C@@H]([C@H](CC1)O[Si](C)(C)C(C)(C)C)C(=O)O ((2S,3S)-3-(tert-Butyl-dimethyl-silanyloxy)-pyrrolidine-1,2-dicarboxylic acid 1-tert-butyl ester), CN1CCOCC1 (N-methylmorpholine). The solvent is CCOC(=O)C (EtOAc), CCOC(=O)C (EtOAc), CCOC(=O)C (EtOAc). Run at temperature -20 celsius, time 30 minute. The product is C(C)(C)(C)OC(=O)N1[C@@H]([C@H](CC1)O[Si](C)(C)C(C)(C)C)C(NC1=CC=C(C2=CC=CC=C12)C#N)=O ((2S,3S)-3-(tert-Butyl-dimethyl-silanyloxy)-2-(4-cyano-naphthalen-1-ylcarbamoyl)-pyrrolidine-1-carboxylic acid tert-butyl ester). Isolated yield 76.2%. Reaction SMILES: C(OC(Cl)=O)C(C)C.[C:9]([O:13][C:14]([N:16]1[CH2:20][CH2:19][C@H:18]([O:21][Si:22]([C:25]([CH3:28])([CH3:27])[CH3:26])([CH3:24])[CH3:23])[C@H:17]1[C:29]([OH:31])=O)=[O:15])([CH3:12])([CH3:11])[CH3:10].CN1CCOCC1.[NH2:39][C:40]1[C:49]2[C:44](=[CH:45][CH:46]=[CH:47][CH:48]=2)[C:43]([C:50]#[N:51])=[CH:42][CH:41]=1>CCOC(C)=O>[C:9]([O:13][C:14]([N:16]1[CH2:20][CH2:19][C@H:18]([O:21][Si:22]([C:25]([CH3:27])([CH3:26])[CH3:28])([CH3:23])[CH3:24])[C@H:17]1[C:29](=[O:31])[NH:39][C:40]1[C:49]2[C:44](=[CH:45][CH:46]=[CH:47][CH:48]=2)[C:43]([C:50]#[N:51])=[CH:42][CH:41]=1)=[O:15])([CH3:12])([CH3:10])[CH3:11]. Reported procedure: A solution of isobutylchloroformate (0.75 ml, 5.8 mmol) in dry EtOAc (8.0 ml) was cooled to −20° C., treated dropwise with a mixture of 30B (2.0 g, 5.8 mmol) and N-methylmorpholine (0.64 ml, 5.8 mmol) in dry EtOAc (6.0 ml) over a period of 45 minutes. The mixture was stirred at −20° C. for 30 minutes, then treated dropwise over a period of 1.5 h with a solution of 4-aminonaphthalene carbonitrile (976 mg, 5.8 mmol) in dry EtOAc (35 ml). The reaction mixture was stirred at −20° C. for an additiona... Reactants: N1CCC(CC1)C1=CNC2=CC=CC=C12 (3-piperidin-4-yl-1H-indole), C(C)OC(C1=C(C=CC(=C1)CBr)F)=O (5-bromomethyl-2-fluoro-benzoic acid ethyl ester). Yields the product C(C)OC(C1=C(C=CC(=C1)CN1CCC(CC1)C1=CNC2=CC=CC=C12)F)=O (2-fluoro-5-[4-(1H-indol-3-yl)-piperidin-1-ylmethyl]-benzoic acid ethyl ester). Isolated yield 78.9%. Reaction SMILES: [NH:1]1[CH2:6][CH2:5][CH:4]([C:7]2[C:15]3[C:10](=[CH:11][CH:12]=[CH:13][CH:14]=3)[NH:9][CH:8]=2)[CH2:3][CH2:2]1.[CH2:16]([O:18][C:19](=[O:29])[C:20]1[CH:25]=[C:24]([CH2:26]Br)[CH:23]=[CH:22][C:21]=1[F:28])[CH3:17]>>[CH2:16]([O:18][C:19](=[O:29])[C:20]1[CH:25]=[C:24]([CH2:26][N:1]2[CH2:6][CH2:5][CH:4]([C:7]3[C:15]4[C:10](=[CH:11][CH:12]=[CH:13][CH:14]=4)[NH:9][CH:8]=3)[CH2:3][CH2:2]2)[CH:23]=[CH:22][C:21]=1[F:28])[CH3:17]. Reported procedure: This compound was prepared following the procedure described in example 1 (part D) starting with 0.2 g (1 mmol) of 3-piperidin-4-yl-1H-indole and 0.33 g (1.3 mmol 5-bromomethyl-2-fluoro-benzoic acid ethyl ester. After ionic exchange purfication, 0.30 g (79% of yield) of 2-fluoro-5-[4-(1H-indol-3-yl)-piperidin-1-ylmethyl]-benzoic acid ethyl ester were obtained.